From a dataset of the Open Reaction Database (ORD), a public repository of structured organic reaction records. describe an organic reaction: reactants, conditions, products, and yield The reactants are [N+](=O)([O-])C1=CC=C(NC=2SC3=C(C(N2)=O)C=CC=N3)C=C1 (2-(4-nitroanilino)-4H-pyrido[3,2-e]-1,3-thiazin-4-one), [H-].[Li+] (lithium hydride), C(CC)I (propyl iodide). The product is [N+](=O)([O-])C1=CC=C(C=C1)N=C1SC2=C(C(N1CCC)=O)C=CC=N2 (2,3-dihydro-2-[(4-nitrophenyl)imino]-3-propyl-4H-pyrido[3,2-e]-1,3-thiazin-4-one). Isolated yield 58.7%. RXN SMILES: [N+:1]([C:4]1[CH:21]=[CH:20][C:7]([NH:8][C:9]2[S:10][C:11]3[N:19]=[CH:18][CH:17]=[CH:16][C:12]=3[C:13](=[O:15])[N:14]=2)=[CH:6][CH:5]=1)([O-:3])=[O:2].[H-].[Li+].[CH2:24](I)[CH2:25][CH3:26]>>[N+:1]([C:4]1[CH:21]=[CH:20][C:7]([N:8]=[C:9]2[N:14]([CH2:24][CH2:25][CH3:26])[C:13](=[O:15])[C:12]3[CH:16]=[CH:17][CH:18]=[N:19][C:11]=3[S:10]2)=[CH:6][CH:5]=1)([O-:3])=[O:2] |f:1.2|. Procedure details: The reaction procedure of Example 11 was followed except that 901 mg (3.0 mmol) of 2-(4-nitroanilino)-4H-pyrido[3,2-e]-1,3-thiazin-4-one, 30 mg of lithium hydride and 612 mg of propyl iodide were used. The resulting residue was then purified through silica gel column chromatography (eluant: chloroform) to obtain 603 mg of 2,3-dihydro-2-[(4-nitrophenyl)imino]-3-propyl-4H-pyrido[3,2-e]-1,3-thiazin-4-one (59%, recrystallized from a mixture of ether and ethanol). Starting materials: CC(C)(C)O, [O-][Cl+][O-], Cl, N#Cc1cc(C=O)ccc1F, [Na+], [Na+], [Na+], O, O, O, O=P([O-])([O-])O. The product is N#Cc1cc(C(=O)O)ccc1F. RXN SMILES: [C:26]([OH:27])([CH3:28])([CH3:29])[CH3:30].[Cl+:12]([O-:13])[O-:14].[ClH:25].[F:1][c:2]1[c:3]([C:4]#[N:5])[cH:6][c:7]([CH:10]=[O:11])[cH:8][cH:9]1.[Na+:15].[Na+:23].[Na+:24].[OH2:16].[OH2:17].[OH2:31].[P:18]([O-:19])([O-:20])([OH:21])=[O:22]>>[F:1][c:2]1[c:3]([C:4]#[N:5])[cH:6][c:7]([C:10](=[O:11])[OH:13])[cH:8][cH:9]1. Starting materials: Cl (HCl), C1(CC1)C1=NC2=C(N1C)C=C(C=C2)N2C(C=C(C=C2)OCC=2SC(=CC2)C(F)(F)F)=O (1-(2-cyclopropyl-1-methyl-1H-benzimidazol-6-yl)-4-((5-(trifluoromethyl)-2-thienyl)methoxy)pyridin-2(1H)-one). Solvent: CCOC(=O)C (EtOAc). Reaction conditions: time 2 hour. Product: Cl.C1(CC1)C1=NC2=C(N1C)C=C(C=C2)N2C(C=C(C=C2)OCC=2SC(=CC2)C(F)(F)F)=O (1-(2-Cyclopropyl-1-methyl-1H-benzimidazol-6-yl)-4-((5-(trifluoromethyl)-2-thienyl)methoxy)pyridin-2(1H)-one hydrochloride). As a reaction SMILES: [ClH:1].[CH:2]1([C:5]2[N:9]([CH3:10])[C:8]3[CH:11]=[C:12]([N:15]4[CH:20]=[CH:19][C:18]([O:21][CH2:22][C:23]5[S:24][C:25]([C:28]([F:31])([F:30])[F:29])=[CH:26][CH:27]=5)=[CH:17][C:16]4=[O:32])[CH:13]=[CH:14][C:7]=3[N:6]=2)[CH2:4][CH2:3]1>CCOC(C)=O>[ClH:1].[CH:2]1([C:5]2[N:9]([CH3:10])[C:8]3[CH:11]=[C:12]([N:15]4[CH:20]=[CH:19][C:18]([O:21][CH2:22][C:23]5[S:24][C:25]([C:28]([F:29])([F:30])[F:31])=[CH:26][CH:27]=5)=[CH:17][C:16]4=[O:32])[CH:13]=[CH:14][C:7]=3[N:6]=2)[CH2:3][CH2:4]1 |f:3.4|. Procedure details: HCl (4 M in EtOAc, 0.146 ml) was added to a solution of 1-(2-cyclopropyl-1-methyl-1H-benzimidazol-6-yl)-4-((5-(trifluoromethyl)-2-thienyl)methoxy)pyridin-2(1H)-one (260 mg) in EtOAc (5 ml), and the mixture was stirred at room temperature for 2 h. The resulting precipitate was collected by filtration and washed with EtOAc. The solid was recrystallized from EtOH-IPE to give the title compound (210 mg) as a white solid. The reactants are NC(=O)C1(Nc2ccc(F)cc2)CCN(Cc2ccccc2)CC1, COC(OC)N(C)C, Cc1ccccc1. Product: O=C1N=CN(c2ccc(F)cc2)C12CCN(Cc1ccccc1)CC2. RXN SMILES: [CH2:1]([c:2]1[cH:3][cH:4][cH:5][cH:6][cH:7]1)[N:8]1[CH2:9][CH2:10][C:11]([C:14](=[O:15])[NH2:16])([NH:17][c:18]2[cH:19][cH:20][c:21]([F:24])[cH:22][cH:23]2)[CH2:12][CH2:13]1.[CH3:25][O:26][CH:27]([O:28][CH3:29])[N:30]([CH3:31])[CH3:32].[CH3:33][c:34]1[cH:35][cH:36][cH:37][cH:38][cH:39]1>>[CH2:1]([c:2]1[cH:3][cH:4][cH:5][cH:6][cH:7]1)[N:8]1[CH2:9][CH2:10][C:11]2([CH2:12][CH2:13]1)[C:14](=[O:15])[N:16]=[CH:25][N:17]2[c:18]1[cH:19][cH:20][c:21]([F:24])[cH:22][cH:23]1. The reactants are CCCCO, CCN(C(C)C)C(C)C, N#Cc1c(N)ncnc1Cl, O, CC(N)c1nc2ncccc2n1-c1ccccn1. The product is CC(Nc1ncnc(N)c1C#N)c1nc2ncccc2n1-c1ccccn1. RXN SMILES: [CH3:38][CH2:39][CH2:40][CH2:41][OH:42].[CH:29]([N:30]([CH2:31][CH3:32])[CH:33]([CH3:34])[CH3:35])([CH3:36])[CH3:37].[NH2:1][c:2]1[n:3][cH:4][n:5][c:6]([Cl:10])[c:7]1[C:8]#[N:9].[OH2:43].[n:11]1[c:12](-[n:17]2[c:18]([CH:26]([CH3:27])[NH2:28])[n:19][c:20]3[n:21][cH:22][cH:23][cH:24][c:25]23)[cH:13][cH:14][cH:15][cH:16]1>>[NH2:1][c:2]1[n:3][cH:4][n:5][c:6]([NH:28][CH:26]([c:18]2[n:17](-[c:12]3[n:11][cH:16][cH:15][cH:14][cH:13]3)[c:25]3[c:20]([n:19]2)[n:21][cH:22][cH:23][cH:24]3)[CH3:27])[c:7]1[C:8]#[N:9]. The reactants are O[Si](=O)O (metasilicic acid), NC(=O)N (urea). Yields the product [Si](O)(O)(O)O.NC(=O)N (urea silicate). As a reaction SMILES: [OH:1][Si:2]([OH:4])=[O:3].[NH2:5][C:6]([NH2:8])=[O:7]>>[Si:2]([OH:7])([OH:4])([OH:1])[OH:3].[NH2:5][C:6]([NH2:8])=[O:7] |f:2.3|. Procedure: One mol by weight of metasilicic acid and one mol by weight of urea are mixed, heated to 95° to 150° C. for 20 to 60 minutes, until the reaction is substantially complete, thereby producing white granules of urea silicate. The said urea silicate is mixed into about one mol of acetoaldehyde in an aqueous solution and the urea silicate goes into solution. The unreacted metasilicic acid is filtered out. About 15% to 25% of said metasilicic acid is filtered out. The urea silicate formaldehyde soluti... The reactants are C(\C=C/C(=O)O)(=O)O.NC1=CC=C(C(=O)N(C)C2CN(CC2)C2CCCCC2)C=C1 ((+) 4-amino-N-(1-cyclohexyl-3-pyrrolidinyl)-N-methylbenzamide maleate), [OH-].[Na+] (sodium hydroxide), C(\C=C\C(=O)O)(=O)O (fumaric acid). Product: C(\C=C\C(=O)O)(=O)O.NC1=CC=C(C(=O)N(C)C2CN(CC2)C2CCCCC2)C=C1 ((+) 4-Amino-N-(1-cyclohexyl-3-pyrrolidinyl)-N-methylbenzamide Fumarate). Procedure: An aqueous solution of 2.2 g. (0.005 mole) of (+) 4-amino-N-(1-cyclohexyl-3-pyrrolidinyl)-N-methylbenzamide maleate was made basic using sodium hydroxide and the basic solution was extracted with chloroform. The dried chloroform solution was concentrated and the residue treated with a solution of 0.6 g. (0.005 mole) of fumaric acid in ethanol-methanol. The fumarate salt which separated weighed 1.6 g. and melted at 204 -206°C. [α]D30 = + 12.72. RXN SMILES: [C:1]([OH:8])(=[O:7])/[CH:2]=[CH:3]\[C:4]([OH:6])=[O:5].[NH2:9][C:10]1[CH:30]=[CH:29][C:13]([C:14]([N:16]([CH:18]2[CH2:22][CH2:21][N:20]([CH:23]3[CH2:28][CH2:27][CH2:26][CH2:25][CH2:24]3)[CH2:19]2)[CH3:17])=[O:15])=[CH:12][CH:11]=1.[OH-].[Na+].C(O)(=O)/C=C/C(O)=O>C(O)C.CO>[C:1]([OH:8])(=[O:7])/[CH:2]=[CH:3]/[C:4]([OH:6])=[O:5].[NH2:9][C:10]1[CH:11]=[CH:12][C:13]([C:14]([N:16]([CH:18]2[CH2:22][CH2:21][N:20]([CH:23]3[CH2:28][CH2:27][CH2:26][CH2:25][CH2:24]3)[CH2:19]2)[CH3:17])=[O:15])=[CH:29][CH:30]=1 |f:0.1,2.3,5.6,7.8|. The solvent is C(C)O.CO (ethanol methanol). Reactants: FCC(C(C(N1C=NC=C1)OC1=CC=C(C=C1)Cl)O)(C)CF (3,3-bisfluoromethyl-1-(4-chlorophenoxy)-1-(imidazol-1-yl)-butan-2-ol), C(C)(=O)OC(C)=O (acetic anhydride), C1(=CC=CC=2C(=CC=CC12)S(=O)(=O)O)S(=O)(=O)O (1,5-naphthalenedisulphonic acid). Solvent: CC(=O)C (acetone). Conditions: temperature 100 celsius, time 16 hour. Yields the product C1(=CC=CC=2C(=CC=CC12)S(=O)(=O)O)S(=O)(=O)O.C(C)(=O)OC(C(N1C=NC=C1)OC1=CC=C(C=C1)Cl)C(C)(CF)CF (2-acetoxy-3,3-bisfluoromethyl-1-(4-chlorophenoxy)-1-(imidazol-1-yl)-butane 1,5-naphthalenedisulphonate). The yield is 68.0%. RXN SMILES: [F:1][CH2:2][C:3]([CH2:21][F:22])([CH3:20])[CH:4]([OH:19])[CH:5]([O:11][C:12]1[CH:17]=[CH:16][C:15]([Cl:18])=[CH:14][CH:13]=1)[N:6]1[CH:10]=[CH:9][N:8]=[CH:7]1.[C:23]1([S:37]([OH:40])(=[O:39])=[O:38])[C:32]2[CH:31]=[CH:30][CH:29]=[C:28]([S:33]([OH:36])(=[O:35])=[O:34])[C:27]=2[CH:26]=[CH:25][CH:24]=1.[C:41](OC(=O)C)(=[O:43])[CH3:42]>CC(C)=O>[C:23]1([S:37]([OH:40])(=[O:39])=[O:38])[C:32]2[CH:31]=[CH:30][CH:29]=[C:28]([S:33]([OH:36])(=[O:35])=[O:34])[C:27]=2[CH:26]=[CH:25][CH:24]=1.[C:41]([O:19][CH:4]([C:3]([CH2:21][F:22])([CH2:2][F:1])[CH3:20])[CH:5]([O:11][C:12]1[CH:17]=[CH:16][C:15]([Cl:18])=[CH:14][CH:13]=1)[N:6]1[CH:10]=[CH:9][N:8]=[CH:7]1)(=[O:43])[CH3:42] |f:4.5|. Procedure details: 12.2 g (0.037 mol) of 3,3-bisfluoromethyl-1-(4-chlorophenoxy)-1-(imidazol-1-yl)-butan-2-ol were dissolved in 70 ml of acetic anhydride. The solution was stirred at 100° C. for 16 hours, the excess acetic anhydride was distilled off in vacuo and the residue was taken up in 300 ml of methylene chloride. The organic phase was washed twice with 800 ml of water each time, dried over sodium sulphate and concentrated. The residue was taken up in 100 ml of acetone, and a solution of 9 g (0.038 mol) of 1... Product: Oc1ccc(N2CCN(c3ccc4ccccc4n3)CC2)cc1. As a reaction SMILES: [BrH:1].[BrH:2].[C:27](=[O:28])([O-:29])[O-:30].[CH2:33]([OH:34])[CH2:35][CH2:36][CH3:37].[Cl:16][c:17]1[n:18][c:19]2[cH:20][cH:21][cH:22][cH:23][c:24]2[cH:25][cH:26]1.[K+:31].[K+:32].[N:3]1([c:9]2[cH:10][cH:11][c:12]([OH:15])[cH:13][cH:14]2)[CH2:4][CH2:5][NH:6][CH2:7][CH2:8]1.[O:39]([CH:40]([CH3:41])[CH3:42])[CH:43]([CH3:44])[CH3:45].[OH2:38]>>[N:3]1([c:9]2[cH:10][cH:11][c:12]([OH:15])[cH:13][cH:14]2)[CH2:4][CH2:5][N:6]([c:17]2[n:18][c:19]3[cH:20][cH:21][cH:22][cH:23][c:24]3[cH:25][cH:26]2)[CH2:7][CH2:8]1. The reactants are Br, Br, O=C([O-])[O-], CCCCO, Clc1ccc2ccccc2n1, [K+], [K+], Oc1ccc(N2CCNCC2)cc1, CC(C)OC(C)C, O.